Dataset: the Open Reaction Database (ORD), a public repository of structured organic reaction records. Task: describe an organic reaction: reactants, conditions, products, and yield Starting materials: N(=O)[O-].[Na+] (sodium nitrite), NC=1N=C(N(C1C(=O)OCC)C)C1=CC=CC=C1 (4-Amino-5-carbethoxy-1-methyl-2-phenyl imidazole), C([O-])([O-])=O.[Na+].[Na+] (sodium carbonate), CNC (dimethylamine). Run in O (water), Cl (hydrochloric acid). Run at temperature 0 celsius. Yields the product C(=O)(OCC)C1=C(N=C(N1C)C1=CC=CC=C1)N=NN(C)C (5-Carbethoxy-4-(3,3-dimethyltriazeno)-1-methyl-2-phenyl imidazole). RXN SMILES: [NH2:1][C:2]1[N:3]=[C:4]([C:13]2[CH:18]=[CH:17][CH:16]=[CH:15][CH:14]=2)[N:5]([CH3:12])[C:6]=1[C:7]([O:9][CH2:10][CH3:11])=[O:8].[N:19]([O-])=O.[Na+].C(=O)([O-])[O-].[Na+].[Na+].[CH3:29][NH:30][CH3:31]>Cl.O>[C:7]([C:6]1[N:5]([CH3:12])[C:4]([C:13]2[CH:18]=[CH:17][CH:16]=[CH:15][CH:14]=2)=[N:3][C:2]=1[N:1]=[N:19][N:30]([CH3:31])[CH3:29])([O:9][CH2:10][CH3:11])=[O:8] |f:1.2,3.4.5|. Procedure details: 4-Amino-5-carbethoxy-1-methyl-2-phenyl imidazole (2.84) [made by the method of Cook et. al, Journal of the Chemical Society, 1950 (2775)] in 5N hydrochloric acid (24.0 ml) was cooled to 0° C and a cold solution of sodium nitrite (0.96 gm) in water (5 ml) added slowly, with stirring, keeping the mixture at 0° C. The resulting solution was added dropwise to a cold (0° C) mixture of sodium carbonate (120 mls of 30%) and dimethylamine (2.5 mls of 25% aqueous solution). Starting materials: C(C)(=O)C=1SC(=CC1)Cl (2-acetyl-5-chlorothiophene), COC(C)(N(C)C)OC (N,N-dimethylacetamide dimethyl acetal), O.NN (Hydrazine monohydrate). Solvent: CN(C(C)=O)C (N,N-dimethylacetamide). Reaction conditions: temperature 90 celsius, time 24 hour. Product: ClC1=CC=C(S1)C1=NNC(=C1)C (3-(5-chloro-2-thienyl)-5-methyl-1H-pyrazole). Yield: 71.0%. As a reaction SMILES: [C:1]([C:4]1[S:5][C:6]([Cl:9])=[CH:7][CH:8]=1)(=O)[CH3:2].CO[C:12](OC)([N:14](C)C)[CH3:13].O.[NH2:20]N>CN(C)C(=O)C>[Cl:9][C:6]1[S:5][C:4]([C:1]2[CH:2]=[C:12]([CH3:13])[NH:14][N:20]=2)=[CH:8][CH:7]=1 |f:2.3|. Reported procedure: A mixture of 2-acetyl-5-chlorothiophene (156 mmol) and N,N-dimethylacetamide dimethyl acetal (171 mmol) in 200 mL N,N-dimethylacetamide was heated to 90° C. for 4 h and then allowed to cool to room temperature. The reaction mixture was concentrated under reduced pressure and the residue was dissolved in 200 mL absolute ethanol. Hydrazine monohydrate (234 mmol) was added and the mixture was stirred at room temperature for 24 h. The solvent was removed under vacuum. Petroleum ether was added and t...